This data is from the Open Reaction Database (ORD), a public repository of structured organic reaction records. The task is: describe an organic reaction: reactants, conditions, products, and yield Reactants: COC(=O)c1ncn2cc(Br)sc12, O=C([O-])C(O)C(O)C(=O)[O-], Cc1ccccc1, CC(C)C[AlH]CC(C)C, ClCCl, [K+], [Na+]. Yields the product OCc1ncn2cc(Br)sc12. Reaction SMILES: [Br:1][c:2]1[cH:3][n:4]2[c:5]([s:6]1)[c:7]([C:10](=[O:11])[O:12][CH3:13])[n:8][cH:9]2.[C:30]([CH:31]([CH:32]([C:33]([O-:34])=[O:35])[OH:36])[OH:37])([O-:38])=[O:39].[CH3:14][c:15]1[cH:16][cH:17][cH:18][cH:19][cH:20]1.[CH3:21][CH:22]([CH2:23][AlH:24][CH2:25][CH:26]([CH3:27])[CH3:28])[CH3:29].[Cl:42][CH2:43][Cl:44].[K+:41].[Na+:40]>>[Br:1][c:2]1[cH:3][n:4]2[c:5]([s:6]1)[c:7]([CH2:10][OH:11])[n:8][cH:9]2. The reactants are αα'-dibromo-o-xylene, Cl (HCl), NC1CN(CCC1C1=NOC2=C1C=CC(=C2)F)CC(C)O (3-amino-2-hydroxypropyl-4-(6-fluoro-1,2-benzisoxazol-3-yl)piperidine), C(=O)([O-])[O-].[K+].[K+] (K2CO3), C(C)#N (acetonitrile). Solvent: C(C)O (ethanol), C(C)O (ethanol). Product: Cl.Cl.FC1=CC2=C(C(=NO2)C2CCN(CC2)CC(CN2CC3=CC=CC=C3C2)O)C=C1 (N-[3-[4-(6-Fluoro-1,2-benzisoxazol-3-yl)-1-piperidinyl]-2-hydroxy-1-propyl]-2,3-dihydro-1H-isoindole dihydrochloride). As a reaction SMILES: N[CH:2]1[CH:7]([C:8]2[C:12]3[CH:13]=[CH:14][C:15]([F:17])=[CH:16][C:11]=3[O:10][N:9]=2)[CH2:6][CH2:5][N:4]([CH2:18][CH:19]([OH:21])[CH3:20])[CH2:3]1.C([O-])([O-])=O.[K+].[K+].[ClH:28].[C:29](#[N:31])[CH3:30]>C(O)C>[ClH:28].[ClH:28].[F:17][C:15]1[CH:14]=[CH:13][C:12]2[C:8]([CH:7]3[CH2:6][CH2:5][N:4]([CH2:18][CH:19]([OH:21])[CH2:20][N:31]4[CH2:11][C:12]5[C:30](=[CH:5][CH:6]=[CH:7][CH:8]=5)[CH2:29]4)[CH2:3][CH2:2]3)=[N:9][O:10][C:11]=2[CH:16]=1 |f:1.2.3,7.8.9|. Procedure: To a stirred mixture of 1-(3-amino-2-hydroxypropyl-4-(6-fluoro-1,2-benzisoxazol-3-yl)piperidine (2.24 g, 7.6 mmol), K2CO3 (1.61 g, 11.7 mmol) in acetonitrile (100 ml) was added αα'-dibromo-o-xylene (1.54 g, 6.1 mmol). The mixture was heated at reflux for 4 hours then cooled. The insolubles were filtered. The dark red solution was concentrated down. The residue was purified by flash chromatography over s silica gel column (SiO2, 30 g; eluted with 1% CH3OH in dichloromethane). The product so obtai... Starting materials: N(=C=O)C1=CC2=C(OCO2)C=C1 (5-Isocyanato-benzo[1,3]dioxole), OC(=O)C(F)(F)F.NC1CCC(CC1)N1CC(C1)NC(=O)CNC(C1=CC(=CC=C1)C(F)(F)F)=O (N-{[1-(4-amino-cyclohexyl)-azetidin-3-ylcarbamoyl]-methyl}-3-trifluoromethyl-benzamide TFA salt), TEA. The solvent is CN(C)C=O (DMF). Conditions: time 8 hour. The product is O1COC2=C1C=CC(=C2)NC(NC2CCC(CC2)N2CC(C2)NC(=O)CNC(C2=CC(=CC=C2)C(F)(F)F)=O)=O (N-({1-[4-(3-Benzo[1,3]dioxol-5-yl-ureido)-cyclohexyl]-azetidin-3-ylcarbamoyl}-methyl)-3-trifluoromethyl-benzamide). As a reaction SMILES: [N:1]([C:4]1[CH:12]=[CH:11][C:7]2[O:8][CH2:9][O:10][C:6]=2[CH:5]=1)=[C:2]=[O:3].OC(C(F)(F)F)=O.[NH2:20][CH:21]1[CH2:26][CH2:25][CH:24]([N:27]2[CH2:30][CH:29]([NH:31][C:32]([CH2:34][NH:35][C:36](=[O:47])[C:37]3[CH:42]=[CH:41][CH:40]=[C:39]([C:43]([F:46])([F:45])[F:44])[CH:38]=3)=[O:33])[CH2:28]2)[CH2:23][CH2:22]1>CN(C=O)C>[O:8]1[C:7]2[CH:11]=[CH:12][C:4]([NH:1][C:2](=[O:3])[NH:20][CH:21]3[CH2:22][CH2:23][CH:24]([N:27]4[CH2:30][CH:29]([NH:31][C:32]([CH2:34][NH:35][C:36](=[O:47])[C:37]5[CH:42]=[CH:41][CH:40]=[C:39]([C:43]([F:44])([F:45])[F:46])[CH:38]=5)=[O:33])[CH2:28]4)[CH2:25][CH2:26]3)=[CH:5][C:6]=2[O:10][CH2:9]1 |f:1.2|. Procedure: 5-Isocyanato-benzo[1,3]dioxole (Aldrich, 50 mg, 0.302 mmol) was added into a solution of N-{[1-(4-amino-cyclohexyl)-azetidin-3-ylcarbamoyl]-methyl}-3-trifluoromethyl-benzamide TFA salt (150 mg, 0.302 mmol) and TEA (127 μL, 0.906 mmol) in DMF (3 mL) at room temperature. The reaction was stirred overnight and quenched with saturated sodium bicarbonate. The reaction was then partitioned between DCM and water. The organic layer was separated and the aqueous layer was extracted 3 times with a chlorof... Reactants: Br, Cl, Nc1nc(-c2ccc([N+](=O)[O-])cc2)cs1, Cc1ccc(S(=O)(=O)Cl)cc1, c1ccncc1. The product is Cc1ccc(S(=O)(=O)Nc2nc(-c3ccc([N+](=O)[O-])cc3)cs2)cc1. RXN SMILES: [BrH:1].[ClH:28].[N+:2](=[O:3])([O-:4])[c:5]1[cH:6][cH:7][c:8](-[c:11]2[n:12][c:13]([NH2:16])[s:14][cH:15]2)[cH:9][cH:10]1.[c:17]1([CH3:27])[cH:18][cH:19][c:20]([S:23](=[O:24])(=[O:25])[Cl:26])[cH:21][cH:22]1.[cH:29]1[cH:30][cH:31][n:32][cH:33][cH:34]1>>[N+:2](=[O:3])([O-:4])[c:5]1[cH:6][cH:7][c:8](-[c:11]2[n:12][c:13]([NH:16][S:23]([c:20]3[cH:19][cH:18][c:17]([CH3:27])[cH:22][cH:21]3)(=[O:24])=[O:25])[s:14][cH:15]2)[cH:9][cH:10]1. Starting materials: O=C1OC(=O)C2CCCCC12, CC(C(=O)O)c1ccc(N)cc1. Yields the product CC(C(=O)O)c1ccc(N2C(=O)C3CCCCC3C2=O)cc1. Reaction SMILES: [CH:1]12[CH:2]([CH2:3][CH2:4][CH2:5][CH2:6]1)[C:7](=[O:8])[O:9][C:10]2=[O:11].[NH2:12][c:13]1[cH:14][cH:15][c:16]([CH:19]([C:20](=[O:21])[OH:22])[CH3:23])[cH:17][cH:18]1>>[CH:1]12[CH:2]([CH2:3][CH2:4][CH2:5][CH2:6]1)[C:7](=[O:9])[N:12]([c:13]1[cH:14][cH:15][c:16]([CH:19]([C:20](=[O:21])[OH:22])[CH3:23])[cH:17][cH:18]1)[C:10]2=[O:11].